This data is from the Open Reaction Database (ORD), a public repository of structured organic reaction records. The task is: describe an organic reaction: reactants, conditions, products, and yield The reactants are O(C1=CC=CC=C1)CCN1C(CN(CC1=O)CC1=CC=CC=C1)O (1-(2-Phenoxyethyl)-4-benzyl-2-hydroxy-6-oxopiperazine), [NH4+].[OH-] (NH4OH). The solvent is S(O)(O)(=O)=O (sulphuric acid). Reaction conditions: time 30 minute. The product is C(C1=CC=CC=C1)N1CC2N(CCOC3=C2C=CC=C3)C(C1)=O (2-Benzyl-4-oxo-1,2,3,6,7,12b-hexahydropyrazino[1,2-d][1,4]benzoxazepine). Isolated yield 52.9%. Reaction SMILES: [O:1]([CH2:8][CH2:9][N:10]1[C:15](=[O:16])[CH2:14][N:13]([CH2:17][C:18]2[CH:23]=[CH:22][CH:21]=[CH:20][CH:19]=2)[CH2:12][CH:11]1O)[C:2]1[CH:7]=[CH:6][CH:5]=[CH:4][CH:3]=1.[NH4+].[OH-]>S(=O)(=O)(O)O>[CH2:17]([N:13]1[CH2:14][C:15](=[O:16])[N:10]2[CH2:9][CH2:8][O:1][C:2]3[CH:7]=[CH:6][CH:5]=[CH:4][C:3]=3[CH:11]2[CH2:12]1)[C:18]1[CH:23]=[CH:22][CH:21]=[CH:20][CH:19]=1 |f:1.2|. Procedure details: 1-(2-Phenoxyethyl)-4-benzyl-2-hydroxy-6-oxopiperazine (4 g) was added to concentrated sulphuric acid (50 ml) at 0°-10° and the mixture stirred for 30 min. The resulting solution was poured onto ice, basified with NH4OH and extracted with chloroform to give the title compound as a pale oil (2 g). The reactants are Cc1ccccc1, CS(C)=O, CCOC(C)=O, CC(C)c1ccc2c(c1)C(N)=Nc1ccccc1N2, Fc1cccc(CCC2CNCCN2)c1. The product is CC(C)c1ccc2c(c1)C(N1CCNC(CCc3cccc(F)c3)C1)=Nc1ccccc1N2. As a reaction SMILES: [CH3:35][c:36]1[cH:37][cH:38][cH:39][cH:40][cH:41]1.[CH3:42][S:43]([CH3:44])=[O:45].[CH3:46][CH2:47][O:48][C:49](=[O:50])[CH3:51].[CH:1]([CH3:2])([CH3:3])[c:4]1[cH:5][c:6]2[c:7]([cH:18][cH:19]1)[NH:8][c:9]1[c:10]([cH:14][cH:15][cH:16][cH:17]1)[N:11]=[C:12]2[NH2:13].[F:20][c:21]1[cH:22][c:23]([CH2:27][CH2:28][CH:29]2[NH:30][CH2:31][CH2:32][NH:33][CH2:34]2)[cH:24][cH:25][cH:26]1>>[CH:1]([CH3:2])([CH3:3])[c:4]1[cH:5][c:6]2[c:7]([cH:18][cH:19]1)[NH:8][c:9]1[c:10]([cH:14][cH:15][cH:16][cH:17]1)[N:11]=[C:12]2[N:13]1[CH2:32][CH2:31][NH:30][CH:29]([CH2:28][CH2:27][c:23]2[cH:22][c:21]([F:20])[cH:26][cH:25][cH:24]2)[CH2:34]1. The reactants are NCC1CC=2NC3=C(C=CC(=C3C2CC1)Br)C(=O)N (2-(aminomethyl)-5-bromo-2,3,4,9-tetrahydro-1H-carbazole-8-carboxamide), TEA, BrCCCC(=O)Cl (4-bromobutanoyl chloride). Solvent: C(Cl)Cl (DCM), C1CCOC1 (THF). Conditions: time 20 minute. The product is BrC1=C2C=3CCC(CC3NC2=C(C=C1)C(=O)N)CNC(CCCBr)=O (5-bromo-2-((4-bromobutanamido)methyl)-2,3,4,9-tetrahydro-1H-carbazole-8-carboxamide). Isolated yield 42.1%. As a reaction SMILES: [NH2:1][CH2:2][CH:3]1[CH2:15][CH2:14][C:13]2[C:12]3[C:7](=[C:8]([C:17]([NH2:19])=[O:18])[CH:9]=[CH:10][C:11]=3[Br:16])[NH:6][C:5]=2[CH2:4]1.[Br:20][CH2:21][CH2:22][CH2:23][C:24](Cl)=[O:25]>C1COCC1.C(Cl)Cl>[Br:16][C:11]1[CH:10]=[CH:9][C:8]([C:17]([NH2:19])=[O:18])=[C:7]2[C:12]=1[C:13]1[CH2:14][CH2:15][CH:3]([CH2:2][NH:1][C:24](=[O:25])[CH2:23][CH2:22][CH2:21][Br:20])[CH2:4][C:5]=1[NH:6]2. Procedure details: Step 4 A suspension of 2-(aminomethyl)-5-bromo-2,3,4,9-tetrahydro-1H-carbazole-8-carboxamide (130 mg, 0.403 mmol) and TEA (0.067 mL, 0.484 mmol) in THF (2 mL) was treated with 4-bromobutanoyl chloride (74.8 mg, 0.403 mmol). The mixture was stirred at rt for 20 min, diluted with DCM, washed with NaHCO3 (aq), dried and concentrated. The residue was purified by column chromatography (eluting with EtOAc) to provide 5-bromo-2-((4-bromobutanamido)methyl)-2,3,4,9-tetrahydro-1H-carbazole-8-carboxamide a... The reactants are Cl.N[C@H]1CCC2=C(C=CC=C12)C1=NOC(=N1)C=1C=CC(=C(C#N)C1)OC(C)C ((S)-5-(3-(1-amino-2,3-dihydro-1H-inden-4-yl)-1,2,4-oxadiazol-5-yl)-2-isopropoxybenzonitrile hydrochloride), TEA, C(C)(=O)Cl (acetyl chloride). Run in C(Cl)Cl (DCM). Reaction conditions: temperature 0 celsius, time 18 hour. Yields the product C(#N)C=1C=C(C=CC1OC(C)C)C1=NC(=NO1)C1=C2CC[C@@H](C2=CC=C1)NC(C)=O ((S)-N-(4-(5-(3-cyano-4-isopropoxyphenyl)-1,2,4-oxadiazol-3-yl)-2,3-dihydro-1H-inden-1-yl)acetamide). Isolated yield 82.8%. Reaction SMILES: Cl.[NH2:2][C@@H:3]1[C:11]2[C:6](=[C:7]([C:12]3[N:16]=[C:15]([C:17]4[CH:18]=[CH:19][C:20]([O:25][CH:26]([CH3:28])[CH3:27])=[C:21]([CH:24]=4)[C:22]#[N:23])[O:14][N:13]=3)[CH:8]=[CH:9][CH:10]=2)[CH2:5][CH2:4]1.[C:29](Cl)(=[O:31])[CH3:30]>C(Cl)Cl>[C:22]([C:21]1[CH:24]=[C:17]([C:15]2[O:14][N:13]=[C:12]([C:7]3[CH:8]=[CH:9][CH:10]=[C:11]4[C:6]=3[CH2:5][CH2:4][C@@H:3]4[NH:2][C:29](=[O:31])[CH3:30])[N:16]=2)[CH:18]=[CH:19][C:20]=1[O:25][CH:26]([CH3:28])[CH3:27])#[N:23] |f:0.1|. Reported procedure: Prepared using General Procedure 14: To a stirred solution of (S)-5-(3-(1-amino-2,3-dihydro-1H-inden-4-yl)-1,2,4-oxadiazol-5-yl)-2-isopropoxybenzonitrile hydrochloride 50 (500 mg, 1.26 mmol) in DCM (5 mL) was added TEA (527 μL, 378 mmol). The reaction was cooled to 0° C. and acetyl chloride (135 μL, 1.89 mmol) was added. The reaction was stirred at room temperature for 18 h. The solvent was removed under reduced pressure. The residue was diluted with DCM (100 mL) and washed successively with sat...